This data is from the Open Reaction Database (ORD), a public repository of structured organic reaction records. The task is: describe an organic reaction: reactants, conditions, products, and yield Procedure: A twofold stoichiometric excess of 3% hydrogen chloride in methanol is added to a solution of 1.0 g. of 9-(1,3-di-n-octanoyloxy-2-propoxymethyl)guanine in 20 ml methanol. Diethyl ether is added until precipitation is complete. The product is filtered, washed with ether, air dried and recrystallized to give 9-(1,3-di-n-octanoyloxy-2-propoxymethyl)guanine hydrochloride. Reactants: C(CCCCCCC)(=O)OCC(COC(CCCCCCC)=O)OCN1C=2N=C(NC(C2N=C1)=O)N (9-(1,3-di-n-octanoyloxy-2-propoxymethyl)guanine), Cl (hydrogen chloride), C(C)OCC (Diethyl ether). RXN SMILES: [ClH:1].[C:2]([O:11][CH2:12][CH:13]([O:25][CH2:26][N:27]1[CH:35]=[N:34][C:33]2[C:32](=[O:36])[NH:31][C:30]([NH2:37])=[N:29][C:28]1=2)[CH2:14][O:15][C:16](=[O:24])[CH2:17][CH2:18][CH2:19][CH2:20][CH2:21][CH2:22][CH3:23])(=[O:10])[CH2:3][CH2:4][CH2:5][CH2:6][CH2:7][CH2:8][CH3:9].C(OCC)C>CO>[ClH:1].[C:2]([O:11][CH2:12][CH:13]([O:25][CH2:26][N:27]1[CH:35]=[N:34][C:33]2[C:32](=[O:36])[NH:31][C:30]([NH2:37])=[N:29][C:28]1=2)[CH2:14][O:15][C:16](=[O:24])[CH2:17][CH2:18][CH2:19][CH2:20][CH2:21][CH2:22][CH3:23])(=[O:10])[CH2:3][CH2:4][CH2:5][CH2:6][CH2:7][CH2:8][CH3:9] |f:4.5|. Product: Cl.C(CCCCCCC)(=O)OCC(COC(CCCCCCC)=O)OCN1C=2N=C(NC(C2N=C1)=O)N (9-(1,3-di-n-octanoyloxy-2-propoxymethyl)guanine hydrochloride). The solvent is CO (methanol), CO (methanol).